This data is from the Open Reaction Database (ORD), a public repository of structured organic reaction records. The task is: describe an organic reaction: reactants, conditions, products, and yield Starting materials: Cn1c(=O)c(C(=O)O)cc2ccccc21, CN(C)C=O, O=C(Cl)C(=O)Cl, ClCCl. Product: Cn1c(=O)c(C(=O)O)cc2ccccc21, [Cl-]. Reaction SMILES: [CH3:1][n:2]1[c:3](=[O:15])[c:4]([C:12](=[O:13])[OH:14])[cH:5][c:6]2[cH:7][cH:8][cH:9][cH:10][c:11]12.[CH3:22][N:23]([CH3:24])[CH:25]=[O:26].[Cl:16][C:17]([C:18]([Cl:19])=[O:20])=[O:21].[Cl:27][CH2:28][Cl:29]>>[CH3:1][n:2]1[c:3](=[O:15])[c:4]([C:12](=[O:13])[OH:14])[cH:5][c:6]2[cH:7][cH:8][cH:9][cH:10][c:11]12.[Cl-:16]. The reactants are BrC1=NC=CC=C1 (2-bromopyridine), C(CC#C)C=1OC2=C(N1)C=CC=C2O (2-(but-3-ynyl)benzo[d]oxazol-7-ol). Product: N1=C(C=CC=C1)C#CCCC1=CC=C(C2=C1N=CO2)O (4-(Pyridin-2-yl but-3-ynyl)benzo[d]oxazol-7-ol), N1=C(C=CC=C1)C#CCCC=1OC2=C(N1)C=CC=C2O (2-(4-(pyridin-2-yl)but-3-ynyl)benzo[d]oxazol-7-ol). The yield is 16.5%. As a reaction SMILES: Br[C:2]1[CH:7]=[CH:6][CH:5]=[CH:4][N:3]=1.[CH2:8]([C:12]1[O:13][C:14]2[C:20]([OH:21])=[CH:19][CH:18]=[CH:17][C:15]=2[N:16]=1)[CH2:9][C:10]#[CH:11]>>[N:3]1[CH:4]=[CH:5][CH:6]=[CH:7][C:2]=1[C:4]#[C:5][CH2:6][CH2:7][C:17]1[C:15]2[N:16]=[CH:12][O:13][C:14]=2[C:20]([OH:21])=[CH:19][CH:18]=1.[N:3]1[CH:4]=[CH:5][CH:6]=[CH:7][C:2]=1[C:11]#[C:10][CH2:9][CH2:8][C:12]1[O:13][C:14]2[C:20]([OH:21])=[CH:19][CH:18]=[CH:17][C:15]=2[N:16]=1. Reported procedure: The title compound was prepared in accordance with the general method of Example 1, from 2-bromopyridine (110 mg, 0.69 mmol) and 2-(but-3-ynyl)benzo[d]oxazol-7-ol (130 mg, 0.69 mmol). The crude residue was purified by flash chromatography (DCM/MeOH 98:2) to yield 10 mg (38 μmol, 5%) of 2-(4-(pyridin-2-yl)but-3-ynyl)benzo[d]oxazol-7-ol. Reactants: FC(C(=O)O)(C(C(OC(=C(F)F)F)(F)F)(F)F)F (perfluoro(4-vinyloxybutyric acid)), O=S(Cl)Cl (SOCl2), Cl (HCl). The solvent is N1=CC=CC=C1 (pyridine). Product: FC(C(=O)Cl)(C(C(OC(=C(F)F)F)(F)F)(F)F)F (perfluoro(4-vinyloxybutyric acid) chloride). Isolated yield 80.0%. As a reaction SMILES: [F:1][C:2]([F:18])([C:6]([F:17])([F:16])[C:7]([F:15])([F:14])[O:8][C:9]([F:13])=[C:10]([F:12])[F:11])[C:3](O)=[O:4].O=S(Cl)[Cl:21].Cl>N1C=CC=CC=1>[F:1][C:2]([F:18])([C:6]([F:17])([F:16])[C:7]([F:15])([F:14])[O:8][C:9]([F:13])=[C:10]([F:12])[F:11])[C:3]([Cl:21])=[O:4]. Reported procedure: (2') A mixture of 23 g of perfluoro(4-vinyloxybutyric acid), excess amount of SOCl2 and 0.5 ml of pyridine was refluxed until generation of gaseous HCl was discontinued and distilled in a distillation apparatus with a Vigreaux column, whereby 24 g of perfluoro(4-vinyloxybutyric acid) chloride was obtained as a fraction having a boiling point of 97.5°-100° C. (yield: 80%). Reactants: CCOCC, CCCCCC, CCCCCC, COC(=O)C=Cc1cc(C(C)C)c(OC)c(C(C)C)c1, COc1c(C(C)C)cc(C=O)cc1C(C)C. The product is COC(=O)C=Cc1cc(C(C)C)c(O)c(C(C)C)c1. RXN SMILES: [CH2:49]([O:50][CH2:51][CH3:52])[CH3:53].[CH3:37][CH2:38][CH2:39][CH2:40][CH2:41][CH3:42].[CH3:43][CH2:44][CH2:45][CH2:46][CH2:47][CH3:48].[CH:1]([CH3:2])([CH3:3])[c:4]1[cH:5][c:6]([CH:15]=[CH:16][C:17](=[O:18])[O:19][CH3:20])[cH:7][c:8]([CH:12]([CH3:13])[CH3:14])[c:9]1[O:10][CH3:11].[CH:21]([c:22]1[cH:23][c:24]([CH:33]=[O:34])[cH:25][c:26]([CH:27]([CH3:28])[CH3:29])[c:30]1[O:31][CH3:32])([CH3:35])[CH3:36]>>[CH:1]([CH3:2])([CH3:3])[c:4]1[cH:5][c:6]([CH:15]=[CH:16][C:17](=[O:18])[O:19][CH3:20])[cH:7][c:8]([CH:12]([CH3:13])[CH3:14])[c:9]1[OH:10]. The reactants are C(C)(=O)N(CCN1C(C(=C(C2=NC=C(C=C12)CC1=CC=C(C=C1)F)O)C(=O)OCC)=O)C (ethyl 1-{2-[acetyl(methyl)amino]ethyl}-7-[(4-fluorophenyl)methyl]-4-hydroxy-2-oxo-1,2-dihydro-1,5-naphthyridine-3-carboxylate), N[C@H](CO)C ((2S)-2-amino-1-propanol). Yields the product C(C)(=O)N(CCN1C(C(=C(C2=NC=C(C=C12)CC1=CC=C(C=C1)F)O)C(=O)N[C@H](CO)C)=O)C (1-{2-[Acetyl(methyl)amino]ethyl}-7-[(4-fluorophenyl)methyl]-4-hydroxy-N-[(1S)-2-hydroxy-1-methylethyl]-2-oxo-1,2-dihydro-1,5-naphthyridine-3-carboxamide). Reaction SMILES: [C:1]([N:4]([CH3:32])[CH2:5][CH2:6][N:7]1[C:16]2[C:11](=[N:12][CH:13]=[C:14]([CH2:17][C:18]3[CH:23]=[CH:22][C:21]([F:24])=[CH:20][CH:19]=3)[CH:15]=2)[C:10]([OH:25])=[C:9]([C:26](OCC)=[O:27])[C:8]1=[O:31])(=[O:3])[CH3:2].[NH2:33][C@@H:34]([CH3:37])[CH2:35][OH:36]>>[C:1]([N:4]([CH3:32])[CH2:5][CH2:6][N:7]1[C:16]2[C:11](=[N:12][CH:13]=[C:14]([CH2:17][C:18]3[CH:23]=[CH:22][C:21]([F:24])=[CH:20][CH:19]=3)[CH:15]=2)[C:10]([OH:25])=[C:9]([C:26]([NH:33][C@@H:34]([CH3:37])[CH2:35][OH:36])=[O:27])[C:8]1=[O:31])(=[O:3])[CH3:2]. Reported procedure: This compound was prepared from ethyl 1-{2-[acetyl(methyl)amino]ethyl}-7-[(4-fluorophenyl)methyl]-4-hydroxy-2-oxo-1,2-dihydro-1,5-naphthyridine-3-carboxylate and (2S)-2-amino-1-propanol using methods similar to Example 574: step 2 to provide an off-white solid: 1H NMR (400 MHz, DMSO-d6@90° C.) δ ppm 1.23 (d, J=6.72 Hz, 3 H), 1.85 (s, 3 H), 2.95 (s, 2 H), 3.50-3.55 (m, 5 H), 4.07-4.12 (m, 1 H), 4.18 (s, 2 H), 4.36 (d, J=4.80 Hz, 2 H), 4.70 (t, J=5.63 Hz, 1 H), 7.12 (t, J=8.78 Hz, 2 H), 7.37-7.41 ...